This data is from the Open Reaction Database (ORD), a public repository of structured organic reaction records. The task is: describe an organic reaction: reactants, conditions, products, and yield Solvent: CC(=O)C (acetone). Isolated yield 94.0%. Procedure details: Triphenyl-(4-vinyl)phenylboron sodium (0.05 moles) was reacted with 2-methylimidazole hydrochloride (0.05 moles) in the similar manner to that of Example 4 using acetone as the reaction solvent to give 20.0 g (yield: 93.7%) of the titled compound as colorless crystal. M.p. 234° to 236° C. As a reaction SMILES: [Na].[C:2]1([C:8]2[C:9]([CH:27]=[CH2:28])=[C:10]([C:21]3[CH:26]=[CH:25][CH:24]=[CH:23][CH:22]=3)[C:11]([C:15]3[CH:20]=[CH:19][CH:18]=[CH:17][CH:16]=3)=[C:12]([B:14])[CH:13]=2)[CH:7]=[CH:6][CH:5]=[CH:4][CH:3]=1.Cl.[CH3:30][C:31]1[NH:32][CH:33]=[CH:34][N:35]=1>CC(C)=O>[C:2]1([C:8]2[C:9]([CH:27]=[CH2:28])=[C:10]([C:21]3[CH:22]=[CH:23][CH:24]=[CH:25][CH:26]=3)[C:11]([C:15]3[CH:20]=[CH:19][CH:18]=[CH:17][CH:16]=3)=[C:12]([B:14])[CH:13]=2)[CH:7]=[CH:6][CH:5]=[CH:4][CH:3]=1.[CH3:30][C:31]1[NH:35][CH:34]=[CH:33][NH+:32]=1 |f:0.1,2.3,5.6,^1:0,^3:21,59|. The product is C1(=CC=CC=C1)C=1C(=C(C(=C(C1)[B])C1=CC=CC=C1)C1=CC=CC=C1)C=C.CC1=[NH+]C=CN1 (triphenyl-(4-vinyl)phenylboron 2-methylimidazolium). Reactants: [Na].C1(=CC=CC=C1)C=1C(=C(C(=C(C1)[B])C1=CC=CC=C1)C1=CC=CC=C1)C=C (Triphenyl-(4-vinyl)phenylboron sodium), Cl.CC=1NC=CN1 (2-methylimidazole hydrochloride). Reactants: C(C1=CC=CC=C1)N1C(=C(C2=CC=C(C=C12)Cl)OC=1C=C(C=CC1)CC#N)C ([3-(1-Benzyl-6-chloro-2-methyl-1H-indol-3-yloxy)-phenyl]-acetonitrile), CCO (EtOH), C(C)(=O)Cl (acetyl chloride). The product is C(C)OC(CC1=CC(=CC=C1)OC1=C(N(C2=CC(=CC=C12)Cl)CC1=CC=CC=C1)C)=O ([3-(1-Benzyl-6-chloro-2-methyl-1H-indol-3-yloxy)-phenyl]-acetic acid ethyl ester). RXN SMILES: [CH2:1]([N:8]1[C:16]2[C:11](=[CH:12][CH:13]=[C:14]([Cl:17])[CH:15]=2)[C:10]([O:18][C:19]2[CH:20]=[C:21]([CH2:25][C:26]#N)[CH:22]=[CH:23][CH:24]=2)=[C:9]1[CH3:28])[C:2]1[CH:7]=[CH:6][CH:5]=[CH:4][CH:3]=1.[C:29](Cl)(=[O:31])[CH3:30].CC[OH:35]>>[CH2:29]([O:31][C:26](=[O:35])[CH2:25][C:21]1[CH:22]=[CH:23][CH:24]=[C:19]([O:18][C:10]2[C:11]3[C:16](=[CH:15][C:14]([Cl:17])=[CH:13][CH:12]=3)[N:8]([CH2:1][C:2]3[CH:7]=[CH:6][CH:5]=[CH:4][CH:3]=3)[C:9]=2[CH3:28])[CH:20]=1)[CH3:30]. Procedure: [3-(1-Benzyl-6-chloro-2-methyl-1H-indol-3-yloxy)-phenyl]-acetonitrile (0.065 g, 0.168 mmol) was dissolved in EtOH (3 mL) then acetyl chloride (0.240 mL, 3.36 mmol) was added and the reaction was heated to reflux for 3 days. After cooling the reaction was submitted to aqueous workup and silica gel chromatography to afford the title compound. Reaction SMILES: [SiH3]O[SiH3].[C:4]1([C:10](=[CH:13][CH2:14][CH2:15][C:16]2[CH:21]=[CH:20][C:19]([O:22][Si](C(C)(C)C)(C)C)=[C:18]([C:30]34[CH2:39][CH:34]5[CH2:35][CH:36]([CH2:38][CH:32]([CH2:33]5)[CH2:31]3)[CH2:37]4)[CH:17]=2)[CH2:11][OH:12])[CH:9]=[CH:8][CH:7]=[CH:6][CH:5]=1.[F-].C([N+](CCCC)(CCCC)CCCC)CCC>C(O)(=O)C.C1COCC1.O.C1COCC1>[C:4]1([C:10](=[CH:13][CH2:14][CH2:15][C:16]2[CH:21]=[CH:20][C:19]([OH:22])=[C:18]([C:30]34[CH2:31][CH:32]5[CH2:38][CH:36]([CH2:35][CH:34]([CH2:33]5)[CH2:39]3)[CH2:37]4)[CH:17]=2)[CH2:11][OH:12])[CH:9]=[CH:8][CH:7]=[CH:6][CH:5]=1 |f:2.3,4.5.6|. The reactants are [SiH3]O[SiH3] (bis-silyl ether), 7j, C1(=CC=CC=C1)C(CO)=CCCC1=CC(=C(C=C1)O[Si](C)(C)C(C)(C)C)C12CC3CC(CC(C1)C3)C2 (2-phenyl-5-[3-(1-adamantyl)-4-t-butyldimethylsiloxyphenyl]-2-pentenol), solution, [F-].C(CCC)[N+](CCCC)(CCCC)CCCC (tetrabutylammonium fluoride). Yields the product C1(=CC=CC=C1)C(CO)=CCCC1=CC(=C(C=C1)O)C12CC3CC(CC(C1)C3)C2 (2-phenyl-5-[ 3-(1-adamantyl)-4-hydroxyphenyl]-2-pentenol). Reaction conditions: time 48 hour. Run in C(C)(=O)O.C1CCOC1.O (acetic acid THF H2O), C1CCOC1 (THF), C1CCOC1 (THF). Procedure: For (Z)-2-Phenyl-5-[3-(1-adamantyl)-4-methoxyphenyl]-2-pentenol (2.5:1, Z:E) (5×): obtained in three steps from (Z)-1-(t-butyldimethylsiloxy)-2-phenyl-5-[3-(1-adamantyl)-4-t-butyldimethylsiloxyphenyl]-2-pentene, a by-product in the synthesis of 7j. The bis-silyl ether (0.700 g, 1.14 mmol) was dissolved in 30 mL of 3:1:1 acetic acid/THF/H2O, and stirred for 48 h. The solvent was removed in vacuo. A solution of the residue, 2-phenyl-5-[3-(1-adamantyl)-4-t-butyldimethylsiloxyphenyl]-2-pentenol (2.5... Starting materials: C(C(=C)C)(=O)Cl (methacryloyl chloride), NC1=NN(C(C1)=O)C1=C(C=CC(=C1)Cl)Cl (3-amino-1-(2,5-dichlorophenyl)-2-pyrazolin-5-one), N1=CC=CC=C1 (pyridine), [N+](=O)([O-])C1=CC=CC=C1 (nitrobenzene), [OH-].[Na+] (sodium hydroxide). The solvent is C(C)(=O)O (acetic acid), O (water), O1CCCC1 (tetrahydrofuran), O (water). Reaction conditions: time 30 minute. Product: ClC1=C(C=C(C=C1)Cl)N1N=C(CC1=O)NC(C(=C)C)=O (1-(2,5-dichlorophenyl)-3-methacryloylamino-2-pyrazolin-5-one). Isolated yield 52.0%. Reaction SMILES: [NH2:1][C:2]1[CH2:6][C:5](=[O:7])[N:4]([C:8]2[CH:13]=[C:12]([Cl:14])[CH:11]=[CH:10][C:9]=2[Cl:15])[N:3]=1.N1C=CC=CC=1.[N+](C1C=CC=CC=1)([O-])=O.[C:31](Cl)(=[O:35])[C:32]([CH3:34])=[CH2:33].[OH-].[Na+]>O1CCCC1.O.C(O)(=O)C>[Cl:15][C:9]1[CH:10]=[CH:11][C:12]([Cl:14])=[CH:13][C:8]=1[N:4]1[C:5](=[O:7])[CH2:6][C:2]([NH:1][C:31](=[O:35])[C:32]([CH3:34])=[CH2:33])=[N:3]1 |f:4.5|. Procedure details: 30 g (0.12 mol) of 3-amino-1-(2,5-dichlorophenyl)-2-pyrazolin-5-one was dissolved in 250 ml of tetrahydrofuran to which were added 21 ml (0.27 mol) of pyridine and 2.5 ml of nitrobenzene. To the mixture there was further added dropwise 28.2 g (0.27 mol) of methacryloyl chloride while cooling with ice and the mixture was stirred for about 30 minutes. After adding 250 ml of water, the mixture was extracted with ethyl acetate and the extract was dried with anhydrous sodium sulfate. After distilling...